This data is from the Open Reaction Database (ORD), a public repository of structured organic reaction records. The task is: describe an organic reaction: reactants, conditions, products, and yield The reactants are C(CCC)(=O)C=1C=NC2=C(C=CC=C2C1NC1=C(C=CC=C1)C)C(=O)OC (Methyl 3-butyryl-4-(2-methylphenylamino)quinoline-8-carboxylate), [OH-].[K+] (potassium hydroxide). Run in C(C)O (ethanol). The product is C(CCC)(=O)C=1C=NC2=C(C=CC=C2C1NC1=C(C=CC=C1)C)C(=O)O (3-butyryl-4-(2-methyl-phenylamino)quinoline-8-carboxylic acid). The yield is 64.6%. RXN SMILES: [C:1]([C:6]1[CH:7]=[N:8][C:9]2[C:14]([C:15]=1[NH:16][C:17]1[CH:22]=[CH:21][CH:20]=[CH:19][C:18]=1[CH3:23])=[CH:13][CH:12]=[CH:11][C:10]=2[C:24]([O:26]C)=[O:25])(=[O:5])[CH2:2][CH2:3][CH3:4].[OH-].[K+]>C(O)C>[C:1]([C:6]1[CH:7]=[N:8][C:9]2[C:14]([C:15]=1[NH:16][C:17]1[CH:22]=[CH:21][CH:20]=[CH:19][C:18]=1[CH3:23])=[CH:13][CH:12]=[CH:11][C:10]=2[C:24]([OH:26])=[O:25])(=[O:5])[CH2:2][CH2:3][CH3:4] |f:1.2|. Procedure details: Methyl 3-butyryl-4-(2-methylphenylamino)quinoline-8-carboxylate (0.3 g, 0.8 mmol) and potassium hydroxide (0.06 g, 1 mmol) were dissolved in ethanol (5 ml) and refluxed for 30 minutes, then the ethanol was evaporated, the product dissolved in water, the solution neutralised with dilute hydrochloric acid, and the solid filtered off and washed with water. Recrystallisation from ethanol gave 3-butyryl-4-(2-methyl-phenylamino)quinoline-8-carboxylic acid (0.18 g, 62%), m.p. 179-180°. Reactants: [OH-].[Na+] (sodium hydroxide), NC1=NC=C(C=C1C(=O)O)Br (2-amino-5-bromo-pyridine-3-carboxylic acid), NC1=C(C=CC(=C1)F)O (2-amino-4-fluoro-phenol), polyphosphoric acid. The solvent is O (water). Reaction conditions: temperature 200 celsius, time 30 minute. The product is BrC=1C=C(C(=NC1)N)C=1OC2=C(N1)C=C(C=C2)F (5-bromo-3-(5-fluoro-1,3-benzoxazol-2-yl)pyridin-2-amine). Isolated yield 70.4%. As a reaction SMILES: [NH2:1][C:2]1[C:7]([C:8]([OH:10])=O)=[CH:6][C:5]([Br:11])=[CH:4][N:3]=1.[NH2:12][C:13]1[CH:18]=[C:17]([F:19])[CH:16]=[CH:15][C:14]=1O.[OH-].[Na+]>O>[Br:11][C:5]1[CH:6]=[C:7]([C:8]2[O:10][C:14]3[CH:15]=[CH:16][C:17]([F:19])=[CH:18][C:13]=3[N:12]=2)[C:2]([NH2:1])=[N:3][CH:4]=1 |f:2.3|. Reported procedure: To a mixture of 2-amino-5-bromo-pyridine-3-carboxylic acid (1 g) and 2-amino-4-fluoro-phenol (0.586 g) placed in a round bottom flask was added polyphosphoric acid (10 g). The mixture was heated at 200° C. for 16 hours. After cooling, water (75 ml) was added and the mixture was stirred for 30 min. The mixture was basified to pH 12 with concentrated sodium hydroxide solution (6N and 2N). The solid was filtered, washed with water (150 ml×2), and ether (50 ml×2) to afford 5-bromo-3-(5-fluoro-1,3-be... Run in CN(C)C=O (DMF). Reported procedure: A flask containing a mixture of 2-chloro-5-(4-methoxy-phenyl)-7-methyl-5,6,7,8-tetrahydro-[1,7]naphthyridine (0.080 g, 0.28 mmol), Et2NH (1.0 mL), 1-but-3-ynyl-piperidine (0.077 g, 0.56 mmol), CuI (5.3 mg, 27.8 umol), PPh3 (36 mg, 0.14 mmol), and Pd(PPh3)2Cl2 (0.020 g, 0.028 mmol) in DMF (0.5 mL) was evacuated and back-filled with N2 (3×). The mixture was heated at 105 C for 18 h, then was cooled to rt, diluted with satd. aq. NaHCO3, and extracted with DCM. The combined organic layers were washe... The reagents and catalysts are [Cu]I (CuI), Cl[Pd]([P](C1=CC=CC=C1)(C2=CC=CC=C2)C3=CC=CC=C3)([P](C4=CC=CC=C4)(C5=CC=CC=C5)C6=CC=CC=C6)Cl (Pd(PPh3)2Cl2). Reactants: ClC1=NC=2CN(CC(C2C=C1)C1=CC=C(C=C1)OC)C (2-chloro-5-(4-methoxy-phenyl)-7-methyl-5,6,7,8-tetrahydro-[1,7]naphthyridine), N(CC)CC (Et2NH), C(CC#C)N1CCCCC1 (1-but-3-ynyl-piperidine), C1=CC=C(C=C1)P(C2=CC=CC=C2)C3=CC=CC=C3 (PPh3). RXN SMILES: Cl[C:2]1[CH:11]=[CH:10][C:9]2[CH:8]([C:12]3[CH:17]=[CH:16][C:15]([O:18][CH3:19])=[CH:14][CH:13]=3)[CH2:7][N:6]([CH3:20])[CH2:5][C:4]=2[N:3]=1.N(CC)CC.[CH2:26]([N:30]1[CH2:35][CH2:34][CH2:33][CH2:32][CH2:31]1)[CH2:27][C:28]#[CH:29].C1C=CC(P(C2C=CC=CC=2)C2C=CC=CC=2)=CC=1>CN(C=O)C.[Cu]I.Cl[Pd](Cl)([P](C1C=CC=CC=1)(C1C=CC=CC=1)C1C=CC=CC=1)[P](C1C=CC=CC=1)(C1C=CC=CC=1)C1C=CC=CC=1>[CH3:19][O:18][C:15]1[CH:16]=[CH:17][C:12]([CH:8]2[CH2:7][N:6]([CH3:20])[CH2:5][C:4]3[N:3]=[C:2]([C:29]#[C:28][CH2:27][CH2:26][N:30]4[CH2:35][CH2:34][CH2:33][CH2:32][CH2:31]4)[CH:11]=[CH:10][C:9]2=3)=[CH:13][CH:14]=1 |^1:64,83|. Product: COC1=CC=C(C=C1)C1C=2C=CC(=NC2CN(C1)C)C#CCCN1CCCCC1 (5-(4-Methoxy-phenyl)-7-methyl-2-(4-piperidin-1-yl-but-1-ynyl)-5,6,7,8-tetrahydro-[1,7]naphthyridine). Isolated yield 32.1%. The reactants are C=CC1=CC=CC=C1.C(C(=C)C)(=O)O (styrene methacrylic acid), ( A ), C(=CC1=CC=CC=C1)CC(C(=O)O)=C (styrene-methacrylic acid). Product: C=CC1=CC=CC=C1 (styrene), C(C(=C)C)(=O)O (methacrylic acid). Reaction SMILES: [CH:1]([CH2:9][C:10](=[CH2:14])[C:11]([OH:13])=[O:12])=[CH:2][C:3]1[CH:8]=[CH:7][CH:6]=[CH:5][CH:4]=1.C=CC1C=CC=CC=1.C(O)(=O)C(C)=C>>[CH2:1]=[CH:2][C:3]1[CH:8]=[CH:7][CH:6]=[CH:5][CH:4]=1.[C:11]([OH:13])(=[O:12])[C:10]([CH3:14])=[CH2:9] |f:1.2|. Procedure: According to this invention, there is provided a thermoplastic resin composition comprising as essential ingredients (A) 10 to 90 parts by weight of a styrene-methacrylic acid type copolymer resin selected from a styrene/methacrylic acid copolymer resin obtained by polymerizing 97 to 65% by weight of styrene and 3 to 35% by weight of methacrylic acid and a styrene/methyl methacrylate/methacrylic acid copolymer resin obtained by polymerizing 48.6 to 64.9% by weight of styrene, 48.4 to 0.1% by wei...